From a dataset of the Open Reaction Database (ORD), a public repository of structured organic reaction records. describe an organic reaction: reactants, conditions, products, and yield The reactants are CN(C)C=O, [H-], CI, [Na+], CC(C)(C)OC(=O)N1CCC(Cc2cccc3c2OCC(=O)N3)CC1. The product is CN1C(=O)COc2c(CC3CCN(C(=O)OC(C)(C)C)CC3)cccc21. As a reaction SMILES: [CH3:30][N:31]([CH3:32])[CH:33]=[O:34].[H-:26].[I:28][CH3:29].[Na+:27].[O:1]=[C:2]1[CH2:3][O:4][c:5]2[c:6]([cH:8][cH:9][cH:10][c:11]2[CH2:12][CH:13]2[CH2:14][CH2:15][N:16]([C:19](=[O:20])[O:21][C:22]([CH3:23])([CH3:24])[CH3:25])[CH2:17][CH2:18]2)[NH:7]1>>[O:1]=[C:2]1[CH2:3][O:4][c:5]2[c:6]([cH:8][cH:9][cH:10][c:11]2[CH2:12][CH:13]2[CH2:14][CH2:15][N:16]([C:19](=[O:20])[O:21][C:22]([CH3:23])([CH3:24])[CH3:25])[CH2:17][CH2:18]2)[N:7]1[CH3:29]. Yields the product CCOC(=O)c1[nH]c2c(Br)cccc2c1CCCOc1cccc2cc(N)ccc12. The reactants are CCOC(=O)c1[nH]c2c(Br)cccc2c1CCCOc1cccc2ccccc12, CC(C)(C)OC(=O)N=NC(=O)OC(C)(C)C, Nc1ccc2c(O)cccc2c1, C1CCOC1, c1ccc(P(c2ccccc2)c2ccccc2)cc1. Reaction SMILES: [Br:1][c:2]1[cH:3][cH:4][cH:5][c:6]2[c:7]([CH2:16][CH2:17][CH2:18][O:19][c:20]3[cH:21][cH:22][cH:23][c:24]4[cH:25][cH:26][cH:27][cH:28][c:29]34)[c:8]([C:11](=[O:12])[O:13][CH2:14][CH3:15])[nH:9][c:10]12.[N:61]([C:62]([O:63][C:64]([CH3:65])([CH3:66])[CH3:67])=[O:68])=[N:69][C:70]([O:71][C:72]([CH3:73])([CH3:74])[CH3:75])=[O:76].[NH2:30][c:31]1[cH:32][c:33]2[c:34]([cH:35][cH:36]1)[c:37]([OH:38])[cH:39][cH:40][cH:41]2.[O:77]1[CH2:78][CH2:79][CH2:80][CH2:81]1.[c:42]1([P:43]([c:44]2[cH:45][cH:46][cH:47][cH:48][cH:49]2)[c:50]2[cH:51][cH:52][cH:53][cH:54][cH:55]2)[cH:56][cH:57][cH:58][cH:59][cH:60]1>>[Br:1][c:2]1[cH:3][cH:4][cH:5][c:6]2[c:7]([CH2:16][CH2:17][CH2:18][O:19][c:20]3[cH:21][cH:22][cH:23][c:24]4[cH:25][c:26]([NH2:30])[cH:27][cH:28][c:29]34)[c:8]([C:11](=[O:12])[O:13][CH2:14][CH3:15])[nH:9][c:10]12. Reactants: CS(=O)(=O)Nn1c(=O)[nH]c2cc([N+](=O)[O-])c(F)cc2c1=O, NCCOc1ccccc1. The product is CS(=O)(=O)Nn1c(=O)[nH]c2cc([N+](=O)[O-])c(NCCOc3ccccc3)cc2c1=O. Reaction SMILES: [F:1][c:2]1[cH:3][c:4]2[c:5](=[O:21])[n:6]([NH:16][S:17](=[O:18])(=[O:19])[CH3:20])[c:7](=[O:15])[nH:8][c:9]2[cH:10][c:11]1[N+:12](=[O:13])[O-:14].[O:22]([c:23]1[cH:24][cH:25][cH:26][cH:27][cH:28]1)[CH2:29][CH2:30][NH2:31]>>[c:2]1([NH:31][CH2:30][CH2:29][O:22][c:23]2[cH:24][cH:25][cH:26][cH:27][cH:28]2)[cH:3][c:4]2[c:5](=[O:21])[n:6]([NH:16][S:17](=[O:18])(=[O:19])[CH3:20])[c:7](=[O:15])[nH:8][c:9]2[cH:10][c:11]1[N+:12](=[O:13])[O-:14]. Reactants: COC=1C=C(C=CC1OC)C=1NC2=CC=CC=C2C1CCNC(CCC=1C=C2C=CNC2=CC1)=O (N-{2-[2-(3,4-dimethoxyphenyl)-1H-indol-3-yl]ethyl}-3-(1H-indol-5-yl)propionamide), [H-].[Al+3].[Li+].[H-].[H-].[H-] (lithium aluminum hydride). Solvent: O (water). Conditions: temperature 77 celsius, time 5.5 hour. Product: COC=1C=C(C=CC1OC)C=1NC2=CC=CC=C2C1CCNCCCC=1C=C2C=CNC2=CC1 ({2-[2-(3,4-dimethoxyphenyl)-1H-indol-3-yl]ethyl}-[3-(1H-indol-5-yl)propyl]amine). Yield: 55.0%. Reaction SMILES: [CH3:1][O:2][C:3]1[CH:4]=[C:5]([C:11]2[NH:12][C:13]3[C:18]([C:19]=2[CH2:20][CH2:21][NH:22][C:23](=O)[CH2:24][CH2:25][C:26]2[CH:27]=[C:28]4[C:32](=[CH:33][CH:34]=2)[NH:31][CH:30]=[CH:29]4)=[CH:17][CH:16]=[CH:15][CH:14]=3)[CH:6]=[CH:7][C:8]=1[O:9][CH3:10].[H-].[Al+3].[Li+].[H-].[H-].[H-]>O>[CH3:1][O:2][C:3]1[CH:4]=[C:5]([C:11]2[NH:12][C:13]3[C:18]([C:19]=2[CH2:20][CH2:21][NH:22][CH2:23][CH2:24][CH2:25][C:26]2[CH:27]=[C:28]4[C:32](=[CH:33][CH:34]=2)[NH:31][CH:30]=[CH:29]4)=[CH:17][CH:16]=[CH:15][CH:14]=3)[CH:6]=[CH:7][C:8]=1[O:9][CH3:10] |f:1.2.3.4.5.6|. Procedure: To a solution of N-{2-[2-(3,4-dimethoxyphenyl)-1H-indol-3-yl]ethyl}-3-(1H-indol-5-yl)propionamide (60 mg in 2.0 mL dry tetrahydrofuran) at 0° C. was added 26 mg lithium aluminum hydride and the mixture heated to 77° C. on an oil bath. After 5.5 hours, the mixture was cooled to 0° C. and quenced by the addition of 0.025 mL water and stirred vigorously for 30 minutes at which time the suspension was filtered through a pad of sodium sulfate and the filtrate concentated in vacuo. Purification by fla... Reactants: Nc1cccnc1Br, CCOC(C)=O, O=S(=O)(Cl)c1ccc(Oc2ccccc2)cc1, c1ccncc1. Product: O=S(=O)(Nc1cccnc1Br)c1ccc(Oc2ccccc2)cc1. As a reaction SMILES: [Br:1][c:2]1[n:3][cH:4][cH:5][cH:6][c:7]1[NH2:8].[CH3:32][CH2:33][O:34][C:35]([CH3:36])=[O:37].[O:9]([c:10]1[cH:11][cH:12][cH:13][cH:14][cH:15]1)[c:16]1[cH:17][cH:18][c:19]([S:22](=[O:23])(=[O:24])[Cl:25])[cH:20][cH:21]1.[cH:26]1[cH:27][cH:28][n:29][cH:30][cH:31]1>>[Br:1][c:2]1[n:3][cH:4][cH:5][cH:6][c:7]1[NH:8][S:22]([c:19]1[cH:18][cH:17][c:16]([O:9][c:10]2[cH:11][cH:12][cH:13][cH:14][cH:15]2)[cH:21][cH:20]1)(=[O:23])=[O:24]. Reactants: quartz, CO (methanol), C(F)(F)(F)C=C(F)F (CF3CH═CF2). Reagents/catalysts: C(C)(C)(C)OOC(C)(C)C (di-tertiarybutylperoxide). The product is C(F)(F)(F)CC(F)(F)CO (CF3CH2CF2CH2OH). The yield is 76.5%. RXN SMILES: [CH3:1][OH:2].[C:3]([CH:7]=[C:8]([F:10])[F:9])([F:6])([F:5])[F:4]>C(OOC(C)(C)C)(C)(C)C>[C:3]([CH2:7][C:8]([CH2:1][OH:2])([F:10])[F:9])([F:6])([F:5])[F:4]. Procedure details: Under nitrogen, into a quartz reactor equipped with a dry-ice condenser was added anhydrous methanol (100 g, 3.10 mol) and di-tertiarybutylperoxide (3.95 g, 0.015 mol). The quartz reactor tube was placed in a Rayonet UV photochemical reactor and HFC 1225, CF3CH═CF2 (57.9 g, 0.438 mol) was added drop-wise via a dry-ice condenser (−78° C.) over a period of ˜5 hours while being irradiated at 254 nm. After complete addition, the reaction mixture was irradiated for additional hour. Then the reaction ... Reactants: CC(C)(C)c1c(N)nn2cccnc12, CC(C)(C)CCC(=O)O. Product: CC(C)(C)CCC(=O)Nc1nn2cccnc2c1C(C)(C)C. As a reaction SMILES: [C:1]([CH3:2])([CH3:3])([CH3:4])[c:5]1[c:6]([NH2:14])[n:7][n:8]2[c:9]1[n:10][cH:11][cH:12][cH:13]2.[CH3:15][C:16]([CH2:17][CH2:18][C:19](=[O:20])[OH:21])([CH3:22])[CH3:23]>>[C:1]([CH3:2])([CH3:3])([CH3:4])[c:5]1[c:6]([NH:14][C:19]([CH2:18][CH2:17][C:16]([CH3:15])([CH3:22])[CH3:23])=[O:20])[n:7][n:8]2[c:9]1[n:10][cH:11][cH:12][cH:13]2.